Task: describe an organic reaction: reactants, conditions, products, and yield. Dataset: the Open Reaction Database (ORD), a public repository of structured organic reaction records Starting materials: [Li+].[OH-] (LiOH), FC1=C(C=CC(=C1)I)NC1=C(C=C2C(=NC=NC2=C1F)C)C(=O)OC (methyl 7-(2-fluoro-4-iodophenylamino)-8-fluoro-4-methylquinazoline-6-carboxylate). The solvent is O (H2O), C1CCOC1 (THF), O (H2O). Reaction conditions: time 4 hour. Yields the product FC1=C(C=CC(=C1)I)NC1=C(C=C2C(=NC=NC2=C1F)C)C(=O)O (7-(2-Fluoro-4-iodophenylamino)-8-fluoro-4-methylquinazoline-6-carboxylic acid). Yield: 89.7%. As a reaction SMILES: [F:1][C:2]1[CH:7]=[C:6]([I:8])[CH:5]=[CH:4][C:3]=1[NH:9][C:10]1[C:19]([F:20])=[C:18]2[C:13]([C:14]([CH3:21])=[N:15][CH:16]=[N:17]2)=[CH:12][C:11]=1[C:22]([O:24]C)=[O:23].[Li+].[OH-]>C1COCC1.O>[F:1][C:2]1[CH:7]=[C:6]([I:8])[CH:5]=[CH:4][C:3]=1[NH:9][C:10]1[C:19]([F:20])=[C:18]2[C:13]([C:14]([CH3:21])=[N:15][CH:16]=[N:17]2)=[CH:12][C:11]=1[C:22]([OH:24])=[O:23] |f:1.2|. Reported procedure: To a solution of methyl 7-(2-fluoro-4-iodophenylamino)-8-fluoro-4-methylquinazoline-6-carboxylate (205 mg, 0.48 mmol) in a mixture of THF (10 ml) and H2O (5 ml) was added a solution of LiOH (57 mg, 2.4 mmol) in H2O (2.4 ml). After stirring at room temperature for 4 h, the reaction was concentrated, acidified with 1 M. HCl solution, and extracted with EtOAc (2×20 ml). The organic solution was dried over MgSO4 and concentrated to give 190 mg (96%) the title compound as an orange solid. Reactants: OCC=1OC=C(C(C1)=O)C1=COC=C1 (2-hydroxymethyl-5-furan-3-yl-pyran-4-one), N (ammonia). The solvent is CO (methanol). Conditions: temperature 90 celsius. The product is OCC1=NC=C(C(=C1)O)C1=COC=C1 (2-Hydroxymethyl-5-(3-furyl)-pyridin-4-ol). Reaction SMILES: [OH:1][CH2:2][C:3]1O[CH:5]=[C:6]([C:10]2[CH:14]=[CH:13][O:12][CH:11]=2)[C:7](=[O:9])[CH:8]=1.[NH3:15]>CO>[OH:1][CH2:2][C:3]1[CH:8]=[C:7]([OH:9])[C:6]([C:10]2[CH:14]=[CH:13][O:12][CH:11]=2)=[CH:5][N:15]=1. Reported procedure: A mixture of 2-hydroxymethyl-5-furan-3-yl-pyran-4-one (1.92 g, 10.0 mmole) and 7 M ammonia in methanol (50.0 mL) is stirred and heated in a sealed vessel at 90° C. overnight. The reaction mixture is cooled, evaporated to dryness in-vacuo, taken up in 15% methanol in chloroform and passed thru a pad of magnesol and silica gel eluting with the same solvent. The eluate is evaporated, treated with acetone, filtered, washed with acetone and air dried to give a-grey solid, 1.21 g, (63%); MS (ES+): m/z... Reactants: CN(C)c1ccncc1, CCCC1CC(=O)N(Cc2cncn2C)C1, N#CBr, CN(C)C=O. The product is CCCC1CC(=O)N(Cc2cnc(C#N)n2C)C1. As a reaction SMILES: [CH3:20][N:21]([c:22]1[cH:23][cH:24][n:25][cH:26][cH:27]1)[CH3:28].[CH3:4][n:5]1[cH:6][n:7][cH:8][c:9]1[CH2:10][N:11]1[C:12](=[O:19])[CH2:13][CH:14]([CH2:16][CH2:17][CH3:18])[CH2:15]1.[N:1]#[C:2][Br:3].[O:29]=[CH:30][N:31]([CH3:32])[CH3:33]>>[N:1]#[C:2][c:6]1[n:5]([CH3:4])[c:9]([CH2:10][N:11]2[C:12](=[O:19])[CH2:13][CH:14]([CH2:16][CH2:17][CH3:18])[CH2:15]2)[cH:8][n:7]1. Reactants: ClC1=CC(=C(C(=O)O)C=C1)NC1=CC=NC2=CC(=CC=C12)Cl (4-Chloro-2-(7-chloro-4-quinolylamino)benzoic acid), acid chloride, C(CCC)N(CCN)CCCC (2-(di-n-butylamino)ethylamine). Yields the product ClC1=CC(=C(C(=O)NCCN(CCCC)CCCC)C=C1)NC1=CC=NC2=CC(=CC=C12)Cl (4-Chloro-2-(7-chloro-4-quinolylamino)-N-(2-di-n-butylaminoethyl)benzamide). Reaction SMILES: [Cl:1][C:2]1[CH:10]=[CH:9][C:5]([C:6]([OH:8])=O)=[C:4]([NH:11][C:12]2[C:21]3[C:16](=[CH:17][C:18]([Cl:22])=[CH:19][CH:20]=3)[N:15]=[CH:14][CH:13]=2)[CH:3]=1.[CH2:23]([N:27]([CH2:31][CH2:32][CH2:33][CH3:34])[CH2:28][CH2:29][NH2:30])[CH2:24][CH2:25][CH3:26]>>[Cl:1][C:2]1[CH:10]=[CH:9][C:5]([C:6]([NH:30][CH2:29][CH2:28][N:27]([CH2:23][CH2:24][CH2:25][CH3:26])[CH2:31][CH2:32][CH2:33][CH3:34])=[O:8])=[C:4]([NH:11][C:12]2[C:21]3[C:16](=[CH:17][C:18]([Cl:22])=[CH:19][CH:20]=3)[N:15]=[CH:14][CH:13]=2)[CH:3]=1. Reported procedure: 4-Chloro-2-(7-chloro-4-quinolylamino)benzoic acid is converted to the acid chloride which is reacted with 2-(di-n-butylamino)ethylamine as in Example 1 to give the title compound. Procedure details: To a de-aerated solution of 5-(3-bromophenyl)-2,8-dimethyl-2,3,4,5-tetrahydro-1H-pyrido[4,3-b]indole (100 mg, 0.281 mmol), 1-methyl-1H-pyrazole-5-boronic acid pinacol ester (116 mg, 0.56 mmol) and K2CO3 (116 mg, 0.84 mmol) in DME-water (2:1) was added Pd(PPh3)4 (16 mg, 0.014 mmol). The reaction mixture was stirred at 90° C. for 45 min. The reaction mixture was concentrated under reduced pressure. The residue obtained was dissolved in EtOAc (50 mL) and washed with water (20 mL). The organic layer... Yields the product CN1CC2=C(N(C=3C=CC(=CC23)C)C2=CC(=CC=C2)C2=CC=NN2C)CC1 (2,8-dimethyl-5-(3-(1-methyl-1H-pyrazol-5-yl)phenyl)-2,3,4,5-tetrahydro-1H-pyrido[4,3-b]indole). Solvent: COCCOC.O (DME water), CCOC(=O)C (EtOAc). Conditions: temperature 90 celsius, time 45 minute. Starting materials: BrC=1C=C(C=CC1)N1C2=C(C=3C=C(C=CC13)C)CN(CC2)C (5-(3-bromophenyl)-2,8-dimethyl-2,3,4,5-tetrahydro-1H-pyrido[4,3-b]indole), CN1N=CC=C1B1OC(C)(C)C(C)(C)O1 (1-methyl-1H-pyrazole-5-boronic acid pinacol ester), C(=O)([O-])[O-].[K+].[K+] (K2CO3). As a reaction SMILES: Br[C:2]1[CH:3]=[C:4]([N:8]2[C:16]3[CH:15]=[CH:14][C:13]([CH3:17])=[CH:12][C:11]=3[C:10]3[CH2:18][N:19]([CH3:22])[CH2:20][CH2:21][C:9]2=3)[CH:5]=[CH:6][CH:7]=1.[CH3:23][N:24]1[C:28](B2OC(C)(C)C(C)(C)O2)=[CH:27][CH:26]=[N:25]1.C([O-])([O-])=O.[K+].[K+]>COCCOC.O.CCOC(C)=O.C1C=CC([P]([Pd]([P](C2C=CC=CC=2)(C2C=CC=CC=2)C2C=CC=CC=2)([P](C2C=CC=CC=2)(C2C=CC=CC=2)C2C=CC=CC=2)[P](C2C=CC=CC=2)(C2C=CC=CC=2)C2C=CC=CC=2)(C2C=CC=CC=2)C2C=CC=CC=2)=CC=1>[CH3:22][N:19]1[CH2:20][CH2:21][C:9]2[N:8]([C:4]3[CH:5]=[CH:6][CH:7]=[C:2]([C:28]4[N:24]([CH3:23])[N:25]=[CH:26][CH:27]=4)[CH:3]=3)[C:16]3[CH:15]=[CH:14][C:13]([CH3:17])=[CH:12][C:11]=3[C:10]=2[CH2:18]1 |f:2.3.4,5.6,^1:60,62,81,100|. Reagents/catalysts: C=1C=CC(=CC1)[P](C=2C=CC=CC2)(C=3C=CC=CC3)[Pd]([P](C=4C=CC=CC4)(C=5C=CC=CC5)C=6C=CC=CC6)([P](C=7C=CC=CC7)(C=8C=CC=CC8)C=9C=CC=CC9)[P](C=1C=CC=CC1)(C=1C=CC=CC1)C=1C=CC=CC1 (Pd(PPh3)4).